Dataset: the Open Reaction Database (ORD), a public repository of structured organic reaction records. Task: describe an organic reaction: reactants, conditions, products, and yield Starting materials: CCO, Nc1nc(-c2ncco2)c(-c2ccncc2)cc1[N+](=O)[O-]. Yields the product Nc1cc(-c2ccncc2)c(-c2ncco2)nc1N. As a reaction SMILES: [CH3:22][CH2:23][OH:24].[N+:1]([O-:2])(=[O:3])[c:4]1[cH:5][c:6](-[c:16]2[cH:17][cH:18][n:19][cH:20][cH:21]2)[c:7](-[c:11]2[o:12][cH:13][cH:14][n:15]2)[n:8][c:9]1[NH2:10]>>[NH2:1][c:4]1[cH:5][c:6](-[c:16]2[cH:17][cH:18][n:19][cH:20][cH:21]2)[c:7](-[c:11]2[o:12][cH:13][cH:14][n:15]2)[n:8][c:9]1[NH2:10]. Reactants: S(O)(O)(=O)=O (sulfuric acid), FC(C(C#N)(CC)O)(F)F (3,3,3-trifluoro-2-hydroxy-2-ethylpropiononitrile), O (water). Solvent: C(C)OCC (Diethyl ether). Run at temperature 115 celsius, time 20 minute. Product: FC(C(C(=O)N)(CC)O)(F)F (racemic 3,3,3-trifluoro-2-hydroxy-2-ethylpropionamide). As a reaction SMILES: S(=O)(=O)(O)O.[F:6][C:7]([F:15])([F:14])[C:8]([OH:13])([CH2:11][CH3:12])[C:9]#[N:10].[OH2:16]>C(OCC)C>[F:6][C:7]([F:15])([F:14])[C:8]([OH:13])([CH2:11][CH3:12])[C:9]([NH2:10])=[O:16]. Reported procedure: Concentrated sulfuric acid (15.3 g) was added, under an argon atmosphere, to a 100 ml flask and the starting compound 3,3,3-trifluoro-2-hydroxy-2-ethylpropiononitrile (Fluorchem) (8 g) was then added dropwise. The reaction mixture was heated at 115° C. for 15 min and then cooled down to 8° C.; distilled water (21.8 g) was then added slowly. Diethyl ether was then added and the whole was stirred for 20 min. The reactants are CC(C)(C)OC(=O)N1CCC(n2ncc3c(Cl)ncnc32)CC1, O=C([O-])[O-], Cc1ccc(O)c(C)n1, CN(C)C=O, [K+], [K+]. The product is Cc1ccc(Oc2ncnc3c2cnn3C2CCN(C(=O)OC(C)(C)C)CC2)c(C)n1. As a reaction SMILES: [C:1]([CH3:2])([CH3:3])([CH3:4])[O:5][C:6](=[O:7])[N:8]1[CH2:9][CH2:10][CH:11]([n:14]2[n:15][cH:16][c:17]3[c:18]2[n:19][cH:20][n:21][c:22]3[Cl:23])[CH2:12][CH2:13]1.[C:33](=[O:34])([O-:35])[O-:36].[CH3:24][c:25]1[n:26][c:27]([CH3:32])[cH:28][cH:29][c:30]1[OH:31].[CH3:39][N:40]([CH3:41])[CH:42]=[O:43].[K+:37].[K+:38]>>[C:1]([CH3:2])([CH3:3])([CH3:4])[O:5][C:6](=[O:7])[N:8]1[CH2:9][CH2:10][CH:11]([n:14]2[n:15][cH:16][c:17]3[c:18]2[n:19][cH:20][n:21][c:22]3[O:31][c:30]2[c:25]([CH3:24])[n:26][c:27]([CH3:32])[cH:28][cH:29]2)[CH2:12][CH2:13]1. The reactants are OC1=CC(=CC=2OC=3C=C4C(=CC3C(C12)=O)C=CC=C4)O (1,3-dihydroxy-12H-benzo[b]xanthen-12-one), C(=O)([O-])[O-].[K+].[K+] (K2CO3), CN(C)C=O (DMF), C(Cl)C1CO1 (epichlorohydrin). Solvent: O (water). Yields the product OC1=CC(=CC=2OC=3C=C4C(=CC3C(C12)=O)C=CC=C4)OCC4OC4 (1-hydroxy-3-(oxiran-2-ylmethoxy)-12H-benzo[b]xanthen-12-one). Isolated yield 10.8%. Reaction SMILES: [OH:1][C:2]1[C:15]2[C:14](=[O:16])[C:13]3[CH:12]=[C:11]4[CH:17]=[CH:18][CH:19]=[CH:20][C:10]4=[CH:9][C:8]=3[O:7][C:6]=2[CH:5]=[C:4]([OH:21])[CH:3]=1.C([O-])([O-])=O.[K+].[K+].CN(C=O)C.[CH2:33]([CH:35]1[O:37][CH2:36]1)Cl>O>[OH:1][C:2]1[C:15]2[C:14](=[O:16])[C:13]3[CH:12]=[C:11]4[CH:17]=[CH:18][CH:19]=[CH:20][C:10]4=[CH:9][C:8]=3[O:7][C:6]=2[CH:5]=[C:4]([O:21][CH2:33][CH:35]2[CH2:36][O:37]2)[CH:3]=1 |f:1.2.3|. Procedure: 1,3-dihydroxy-12H-benzo[b]xanthen-12-one (0.1 g, 0.36 mmol) synthesized in Step 1 of Example 18, K2CO3 (0.2 g, 1.44 mmol), and DMF (5 mL) were added to a dry round-bottom flask, and epichlorohydrin (0.19 g, 2.16 mmol) was added thereto with stirring using a syringe. The reaction mixture was stirred under a nitrogen atmosphere (75° C., overnight). After the reaction was completed, water was added to the reaction mixture which was then extracted twice with ethyl acetate. The organic layer was comb... The reactants are S1C(=CC=C1)C=CC#N (β-(Thien-2-yl) acrylonitrile), NO (hydroxylamine). Solvent: CO (methanol), CO (methanol). Run at time 8 hour. Product: S1C(=CC=C1)C=CC(N)=NO (β-(thien-2-yl) acrylamidoxime). Reaction SMILES: [S:1]1[CH:5]=[CH:4][CH:3]=[C:2]1[CH:6]=[CH:7][C:8]#[N:9].[NH2:10][OH:11]>CO>[S:1]1[CH:5]=[CH:4][CH:3]=[C:2]1[CH:6]=[CH:7][C:8](=[N:10][OH:11])[NH2:9]. Procedure: β-(Thien-2-yl) acrylonitrile (2.78 g.) was dissolved in dry methanol (60 ml.) and treated with a solution of hydroxylamine in methanol (60 ml.) (prepared by dissolving hydroxylamine hydrochloride (6 g.), in methanol (60 ml.) and neutralising with sodium methoxide in methanol). The solution was refluxed for 6 hr. and left overnight to cool. Evaporation in vacuo left a brown oil which was dissolved in chloroform and washed with water (10 ml.). The chloroform solution was evaporated to dryness leav... Starting materials: Cc1cc(C(=C2CCN(C(=O)OC(C)(C)C)CC2)c2ccccc2)[nH]n1, COc1cnc(-n2cc(C)nn2)c2[nH]cc(C(=O)C(=O)O)c12, ClCCl, Cl, O=C(O)C(F)(F)F. Product: COc1cnc(-n2cc(C)nn2)c2[nH]cc(C(=O)C(=O)N3CCC(=C(c4ccccc4)c4cc(C)n[nH]4)CC3)c12. Reaction SMILES: [C:1]([O:2][C:6](=[O:7])[N:8]1[CH2:9][CH2:10][C:11](=[C:14]([c:15]2[cH:16][c:17]([CH3:20])[n:18][nH:19]2)[c:21]2[cH:22][cH:23][cH:24][cH:25][cH:26]2)[CH2:12][CH2:13]1)([CH3:3])([CH3:4])[CH3:5].[CH3:35][O:36][c:37]1[c:38]2[c:39]([C:52]([C:53]([OH:54])=[O:55])=[O:56])[cH:40][nH:41][c:42]2[c:43](-[n:46]2[n:47][n:48][c:49]([CH3:51])[cH:50]2)[n:44][cH:45]1.[Cl:57][CH2:58][Cl:59].[ClH:34].[F:27][C:28]([F:29])([F:30])[C:31]([OH:32])=[O:33]>>[C:6](=[O:7])([N:8]1[CH2:9][CH2:10][C:11](=[C:14]([c:15]2[cH:16][c:17]([CH3:20])[n:18][nH:19]2)[c:21]2[cH:22][cH:23][cH:24][cH:25][cH:26]2)[CH2:12][CH2:13]1)[C:52]([c:39]1[c:38]2[c:37]([O:36][CH3:35])[cH:45][n:44][c:43](-[n:46]3[n:47][n:48][c:49]([CH3:51])[cH:50]3)[c:42]2[nH:41][cH:40]1)=[O:56]. Reactants: C(CC)(=O)O (propionic acid), [N+](=O)([O-])C1=CC=C(C=C1)N1N=C(C=2CCCCC12)CCCCCC(=O)O (6-[4,5,6,7-tetrahydro-1-(4-nitrophenyl)-1H-inda-zol-3-yl]hexanoic acid), [BH4-].[Na+] (sodium borohydride), B(F)(F)F.CCOCC (boron trifluoride etherate). The solvent is C1CCOC1 (THF), C1CCOC1 (THF). Conditions: temperature 70 celsius. Yields the product COC(CCCCCC1=NN(C=2CCCCC12)C1=CC=C(C=C1)[N+](=O)[O-])=O (1-(4-Nitrophenyl)-4,5,6,7-tetrahydro-1H-indazole-3-hexanoic acid methyl ester). Yield: 40.4%. As a reaction SMILES: [N+:1]([C:4]1[CH:9]=[CH:8][C:7]([N:10]2[C:18]3[CH2:17][CH2:16][CH2:15][CH2:14][C:13]=3[C:12]([CH2:19][CH2:20][CH2:21][CH2:22][CH2:23][C:24]([OH:26])=[O:25])=[N:11]2)=[CH:6][CH:5]=1)([O-:3])=[O:2].[BH4-].[Na+].B(F)(F)F.[CH3:33]COCC.C(O)(=O)CC>C1COCC1>[CH3:33][O:25][C:24](=[O:26])[CH2:23][CH2:22][CH2:21][CH2:20][CH2:19][C:12]1[C:13]2[CH2:14][CH2:15][CH2:16][CH2:17][C:18]=2[N:10]([C:7]2[CH:8]=[CH:9][C:4]([N+:1]([O-:3])=[O:2])=[CH:5][CH:6]=2)[N:11]=1 |f:1.2,3.4|. Procedure details: A solution of 6-[4,5,6,7-tetrahydro-1-(4-nitrophenyl)-1H-inda-zol-3-yl]hexanoic acid (1.11 g, 3 mmol) in THF (10 ml) was treated with sodium borohydride (0.175 g) and boron trifluoride etherate (4.7 mmol) in THF (11 ml) during 0.5 hour. The solution was reacted for 18 hours at ambient temperature, treated with propionic acid (2 ml), and heated at 70° C. for 2 hours. The solution was cooled, dilution with water and the precipitate was extracted into ethyl acetate. Drying and evaporation of solven... Reactants: C(C1=CC=CC=C1)(=O)Cl (benzoyl chloride), S(O)(O)(=O)=O (sulphuric acid), C(C1=CC=CC=C1)[Mg]Cl (benzyl magnesium chloride), S(O)(O)(=O)=O (sulphuric acid). The solvent is C(C)OCC (ethyl ether), C(C)OCC (ethyl ether). Product: C1(=CC=CC=C1)C(C(CC1=CC=CC=C1)C1=CC=CC=C1)O (1,2,3-triphenylpropanol). Reaction SMILES: [CH2:1]([Mg]Cl)[C:2]1[CH:7]=[CH:6][CH:5]=[CH:4][CH:3]=1.[C:10](Cl)(=[O:17])[C:11]1[CH:16]=[CH:15][CH:14]=[CH:13][CH:12]=1.S(=O)(=O)(O)O>C(OCC)C>[C:11]1([CH:10]([OH:17])[CH:1]([C:2]2[CH:7]=[CH:6][CH:5]=[CH:4][CH:3]=2)[CH2:1][C:2]2[CH:7]=[CH:6][CH:5]=[CH:4][CH:3]=2)[CH:16]=[CH:15][CH:14]=[CH:13][CH:12]=1. Procedure details: Four liters of an ethyl ether solution containing 500 g of benzyl magnesium chloride were added slowly to a mixture of 1.5 Kg benzoyl chloride and 1 l of ethyl ether while cooling the whole mass. Thereafter, the whole mass was incorporated with 1 l of 30% sulphuric acid, agitated, incorporated with an alkali for neutralizing the sulphuric acid, washed with water and then distilled to remove therefrom 183 g of a distillate (phenyl-o-tolylketone) boiling in the range of 164°-169° C. at 9 mm Hg and...